Task: describe an organic reaction: reactants, conditions, products, and yield. Dataset: the Open Reaction Database (ORD), a public repository of structured organic reaction records Reactants: [Li+].[OH-] (LiOH), COC=1C=C2C=C(N=C(C2=CC1OC)CCC)O (6,7-dimethoxy-1-propylisoquinolin-3-ol), 35134, Cl.ClCC=1C=C2C=CC(=NC2=CC1)C (6-(chloromethyl)-2-methylquinolinehydrochloride), 47080B. Run in C1CCOC1 (THF). Product: COC=1C=C2C(=C(N=C(C2=CC1OC)CCC)O)CC=1C=C2C=CC(=NC2=CC1)C (6,7-dimethoxy-4-((2-methylquinolin-6-yl)methyl)-1-propylisoquinolin-3-ol). As a reaction SMILES: [CH3:1][O:2][C:3]1[CH:4]=[C:5]2[C:10](=[CH:11][C:12]=1[O:13][CH3:14])[C:9]([CH2:15][CH2:16][CH3:17])=[N:8][C:7]([OH:18])=[CH:6]2.Cl.Cl[CH2:21][C:22]1[CH:23]=[C:24]2[C:29](=[CH:30][CH:31]=1)[N:28]=[C:27]([CH3:32])[CH:26]=[CH:25]2.[Li+].[OH-]>C1COCC1>[CH3:1][O:2][C:3]1[CH:4]=[C:5]2[C:10](=[CH:11][C:12]=1[O:13][CH3:14])[C:9]([CH2:15][CH2:16][CH3:17])=[N:8][C:7]([OH:18])=[C:6]2[CH2:21][C:22]1[CH:23]=[C:24]2[C:29](=[CH:30][CH:31]=1)[N:28]=[C:27]([CH3:32])[CH:26]=[CH:25]2 |f:1.2,3.4|. Reported procedure: To a solution of 6,7-dimethoxy-1-propylisoquinolin-3-ol RBO 35134 (434 mg, 1.75 mmol) in THF (13 mL) in a 20 mL microwave vial equipped with a magnetic stirrer was added a 6-(chloromethyl)-2-methylquinolinehydrochloride SLA 47080B (400 mg, 1.75 mmol) and a 2 N aq. LiOH solution (1.75 mL, 3.50 mmol) and the mixture was stirred at 160° C. for 1.5 h under microwave irradiation. After cooling to RT, THF was removed at 40° C. under vacuum and the residue was taken up in CH2Cl2 (50 mL), washed with br... Reactants: ClC1=CC=C(C=C1)C=1OC(=C(N1)CO)C ([2-(4-chloro-phenyl)-5-methyl-oxazol-4-yl]-methanol), C1(=CC=CC=C1)P(C1=CC=CC=C1)C1=CC=CC=C1 (triphenylphosphine), N(=NC(=O)OCC)C(=O)OCC (diethyl azodicarboxylate), C(C)OC(C(CC1=C(C=C(C=C1)O)C)OCC)=O ([rac]-2-ethoxy-3-(4-hydroxy-2-methyl-phenyl)-propionic acid ethyl ester). Yields the product C(C)OC(C(CC1=C(C=C(C=C1)OCC=1N=C(OC1C)C1=CC=C(C=C1)Cl)C)OCC)=O ([rac]-3-{4-[2-(4-chloro-phenyl)-5-methyl-oxazol-4-ylmethoxy]-2-methyl-phenyl}-2-ethoxy-propionic acid ethyl ester). RXN SMILES: [CH2:1]([O:3][C:4](=[O:18])[CH:5]([O:15][CH2:16][CH3:17])[CH2:6][C:7]1[CH:12]=[CH:11][C:10]([OH:13])=[CH:9][C:8]=1[CH3:14])[CH3:2].[Cl:19][C:20]1[CH:25]=[CH:24][C:23]([C:26]2[O:27][C:28]([CH3:33])=[C:29]([CH2:31]O)[N:30]=2)=[CH:22][CH:21]=1.C1(P(C2C=CC=CC=2)C2C=CC=CC=2)C=CC=CC=1.N(C(OCC)=O)=NC(OCC)=O>>[CH2:1]([O:3][C:4](=[O:18])[CH:5]([O:15][CH2:16][CH3:17])[CH2:6][C:7]1[CH:12]=[CH:11][C:10]([O:13][CH2:31][C:29]2[N:30]=[C:26]([C:23]3[CH:24]=[CH:25][C:20]([Cl:19])=[CH:21][CH:22]=3)[O:27][C:28]=2[CH3:33])=[CH:9][C:8]=1[CH3:14])[CH3:2]. Procedure details: In analogy to the procedure described in example 21 f], [rac]-2-ethoxy-3-(4-hydroxy-2-methyl-phenyl)-propionic acid ethyl ester (example 129 c]) was reacted with [2-(4-chloro-phenyl)-5-methyl-oxazol-4-yl]-methanol (R. C. Self, W. E. Barber, J. P. Machin, J. M. Osbond, C. E. Smithen, B. P. Tong, J. C. Wickens, D. P. Bloxham, D. Bradshaw, C. H. Cashin, B. B. Dodge, E. J. Lewis, D. Westmacott, J. Med. Chem. 1991, 34, 772-777) in the presence of triphenylphosphine and diethyl azodicarboxylate to yie... The reactants are N#CC1CC(F)CN1C(=O)CNC12CCC(C(=O)O)(CC1)CC2, COCCN. Yields the product COCCNC(=O)C12CCC(NCC(=O)N3CC(F)CC3C#N)(CC1)CC2. RXN SMILES: [C:1](=[O:2])([OH:3])[C:4]12[CH2:5][CH2:6][C:7]([NH:12][CH2:13][C:14](=[O:15])[N:16]3[CH:17]([C:22]#[N:23])[CH2:18][CH:19]([F:21])[CH2:20]3)([CH2:8][CH2:9]1)[CH2:10][CH2:11]2.[CH3:24][O:25][CH2:26][CH2:27][NH2:28]>>[C:1](=[O:3])([C:4]12[CH2:5][CH2:6][C:7]([NH:12][CH2:13][C:14](=[O:15])[N:16]3[CH:17]([C:22]#[N:23])[CH2:18][CH:19]([F:21])[CH2:20]3)([CH2:8][CH2:9]1)[CH2:10][CH2:11]2)[NH:28][CH2:27][CH2:26][O:25][CH3:24]. Starting materials: COC(CN(C(=O)OC(C)(C)C)C1=CC=C(C=C1)OC)=O (N-Boc-p-methoxyphenylglycine methyl ester), C(C)(=O)OC(C)=O (acetic anhydride). The solvent is C(=O)O (formic acid). Run at time 1 hour. Yields the product COC(CN(C=O)C1=CC=C(C=C1)OC)=O (N-Formyl-p-methoxyphenylglycine methyl ester). As a reaction SMILES: [CH3:1][O:2][C:3](=[O:21])[CH2:4][N:5]([C:13]1[CH:18]=[CH:17][C:16]([O:19][CH3:20])=[CH:15][CH:14]=1)[C:6](OC(C)(C)C)=[O:7].C(OC(=O)C)(=O)C>C(O)=O>[CH3:1][O:2][C:3](=[O:21])[CH2:4][N:5]([C:13]1[CH:18]=[CH:17][C:16]([O:19][CH3:20])=[CH:15][CH:14]=1)[CH:6]=[O:7]. Procedure details: In 250 ml of formic acid was dissolved 36.9 g of N-Boc-p-methoxyphenylglycine methyl ester, and the mixture was stirred at room temperature for 3 hours and subsequently at 40°-50° C. for 1 hour. After dropwise addition of 24.8 ml (2.1 eq.) of acetic anhydride, the mixture was stirred at room temperature overnight and 40°-50° C. for 2 hours. After the solvent was distilled off, the residue was neutralized with an aqueous solution of sodium hydrogencarbonate, followed by extraction with ethyl acet... The reactants are NC=1C(C(=NN1)CNC(C1=CN=CC=C1)=O)=NNC1=CC(=CC=C1)F (N-{5-amino-4-[(3-fluorophenyl)hydrazono]4H-pyrazol-3-ylmethyl}nicotinamide), C(C)(=O)OCC (ethyl acetate), NCC=1C(C(=NN1)N)=NNC1=CC(=CC=C1)F (5-aminomethyl-4-[(3-fluorophenyl)hydrazono]-4H-pyrazol-3-ylamine), Cl.C(C1=CN=CC=C1)(=O)Cl (nicotinoyl chloride hydrochloride). The product is NC=1C(C(=NN1)CNC(=O)C=CC(=O)O)=NNC1=CC(=CC=C1)F (3-({5-amino-4-[(3-fluorophenyl)hydrazono]-4H-pyrazol-3-ylmethyl}carbamoyl)acrylic acid). Yield: 41.0%. As a reaction SMILES: [NH2:1][C:2]1[C:3](=[N:17][NH:18][C:19]2[CH:24]=[CH:23][CH:22]=[C:21]([F:25])[CH:20]=2)[C:4]([CH2:7][NH:8][C:9](=[O:16])[C:10]2C=CC=NC=2)=[N:5][N:6]=1.NCC1C(=NNC2C=CC=C(F)C=2)C(N)=NN=1.Cl.C(Cl)(=O)C1C=CC=NC=1.[C:53]([O:56]CC)(=[O:55])[CH3:54]>>[NH2:1][C:2]1[C:3](=[N:17][NH:18][C:19]2[CH:24]=[CH:23][CH:22]=[C:21]([F:25])[CH:20]=2)[C:4]([CH2:7][NH:8][C:9]([CH:10]=[CH:54][C:53]([OH:56])=[O:55])=[O:16])=[N:5][N:6]=1 |f:2.3|. Procedure: In a similar manner, N-{5-amino-4-[(3-fluorophenyl)hydrazono]4H-pyrazol-3-ylmethyl}nicotinamide was prepared by reacting 5-aminomethyl-4-[(3-fluorophenyl)hydrazono]-4H-pyrazol-3-ylamine (60 mg, 0.25 mmole) with nicotinoyl chloride hydrochloride (46.3 mg, 0.26 mmole). The reaction was worked up by the addition of saline and ethyl acetate. The crude material was purified by preparative TLC (CH2Cl2:MeOH=9:1) to yield 36 mg (41%) of the title compound as a yellow powder. MS (m/z, ES+): 340 (M+1, 100...